This data is from the Open Reaction Database (ORD), a public repository of structured organic reaction records. The task is: describe an organic reaction: reactants, conditions, products, and yield Product: Cc1cc(N2CCCC2)c2ccc(OCCN3CCOCC3)cc2n1. Reactants: Cc1cc(N2CCCC2)c2ccc(O)cc2n1, ClCCN1CCOCC1, Cl. RXN SMILES: [CH3:1][c:2]1[n:3][c:4]2[cH:5][c:6]([OH:17])[cH:7][cH:8][c:9]2[c:10]([N:12]2[CH2:13][CH2:14][CH2:15][CH2:16]2)[cH:11]1.[Cl:19][CH2:20][CH2:21][N:22]1[CH2:23][CH2:24][O:25][CH2:26][CH2:27]1.[ClH:18]>>[CH3:1][c:2]1[n:3][c:4]2[cH:5][c:6]([O:17][CH2:20][CH2:21][N:22]3[CH2:23][CH2:24][O:25][CH2:26][CH2:27]3)[cH:7][cH:8][c:9]2[c:10]([N:12]2[CH2:13][CH2:14][CH2:15][CH2:16]2)[cH:11]1. Reactants: C(C)(=O)CC(C)=O (acetylacetone), C(C)OC(OCC)OCC (orthoformic acidtriethyl ester), C(C)(=O)OC(C)=O (acetic anhydride), C(C)(=O)O (acetic acid). The solvent is C(C)O (ethanol). Conditions: time 2.5 hour. The product is C(C)OC=CC(=O)CC(C)=O (Ethoxymethylene acetylacetone). RXN SMILES: [C:1]([CH2:4][C:5](=[O:7])[CH3:6])(=[O:3])[CH3:2].[CH2:8]([O:10][CH:11](OCC)OCC)[CH3:9].C(OC(=O)C)(=O)C.C(O)(=O)C>C(O)C>[CH2:8]([O:10][CH:11]=[CH:2][C:1]([CH2:4][C:5](=[O:7])[CH3:6])=[O:3])[CH3:9]. Procedure: 253 g (2.5 moles) of acetylacetone, 1,110 g (7.5 moles) of orthoformic acidtriethyl ester and 8 g of acetic anhydride are heated to ebullition in a flask with vigorous stirring. During the reaction, about 23 g of acetic acid is added and the ethanol formed is distilled off. After 2 to 3 hours the reaction is completed. The unreacted orthoformic acid triethyl ester is distilled out at reduced pressure (5 to 1 Torr) through the top of the column and fed back to the next batch. Following this, 355 ... The reactants are C1=C(C=CC2=CC=CC=C12)CO (2-naphthalenemethanol), [H-].[Na+] (sodium hydride), NC1=NC2=CC=CC=C2N=C1Cl (2-amino-3-chloroquinoxaline). Solvent: O1CCCC1 (tetrahydrofuran). The product is NC1=NC2=CC=CC=C2N=C1OCC1=CC2=CC=CC=C2C=C1 (2-amino-3-[(naphthalen-2-yl)methoxy]quinoxaline). Isolated yield 82.1%. RXN SMILES: [CH:1]1[C:10]2[C:5](=[CH:6][CH:7]=[CH:8][CH:9]=2)[CH:4]=[CH:3][C:2]=1[CH2:11][OH:12].[H-].[Na+].[NH2:15][C:16]1[C:25](Cl)=[N:24][C:23]2[C:18](=[CH:19][CH:20]=[CH:21][CH:22]=2)[N:17]=1>O1CCCC1>[NH2:15][C:16]1[C:25]([O:12][CH2:11][C:2]2[CH:3]=[CH:4][C:5]3[C:10](=[CH:9][CH:8]=[CH:7][CH:6]=3)[CH:1]=2)=[N:24][C:23]2[C:18](=[CH:19][CH:20]=[CH:21][CH:22]=2)[N:17]=1 |f:1.2|. Reported procedure: According to Step 2 of Reference Example 7-1, by use of 2-naphthalenemethanol (792 mg, 5.01 mmol), 60% sodium hydride (in oil) (200 mg, 5.01 mmol), tetrahydrofuran (6.0 mL) and 2-amino-3-chloroquinoxaline (300 mg, 1.67 mmol), the mixture was stirred and reacted at room temperature for 17 hours. Then, slurry purification was performed using diisopropyl ether, to give 2-amino-3-[(naphthalen-2-yl)methoxy]quinoxaline (Compound BC) (413 mg, yield: 82%). Reactants: C(C1=CC=CC=C1)OC(NC(C)C=1N=C2N(N=CC=C2)C1I)=O ([1-(3-iodo-imidazo[1,2-b]pyridazin-2-yl)-ethyl]-carbamic acid benzyl ester), C(CCC)[Sn](C1=NC=CC=C1)(CCCC)CCCC (2-tributylstannanyl-pyridine). Reagents/catalysts: C=1C=CC(=CC1)[P](C=2C=CC=CC2)(C=3C=CC=CC3)[Pd]([P](C=4C=CC=CC4)(C=5C=CC=CC5)C=6C=CC=CC6)([P](C=7C=CC=CC7)(C=8C=CC=CC8)C=9C=CC=CC9)[P](C=1C=CC=CC1)(C=1C=CC=CC1)C=1C=CC=CC1 (Pd(PPh3)4). The solvent is O1CCOCC1 (1,4-dioxane). Reaction conditions: temperature 110 celsius, time 8 hour. Yields the product C(C1=CC=CC=C1)OC(NC(C)C=1N=C2N(N=CC=C2)C1C1=NC=CC=C1)=O ([1-(3-pyridin-2-yl-imidazo[1,2-b]pyridazin-2-yl)-ethyl]-carbamic acid benzyl ester). As a reaction SMILES: [CH2:1]([O:8][C:9](=[O:23])[NH:10][CH:11]([C:13]1[N:14]=[C:15]2[CH:20]=[CH:19][CH:18]=[N:17][N:16]2[C:21]=1I)[CH3:12])[C:2]1[CH:7]=[CH:6][CH:5]=[CH:4][CH:3]=1.C([Sn](CCCC)(CCCC)[C:29]1[CH:34]=[CH:33][CH:32]=[CH:31][N:30]=1)CCC>O1CCOCC1.C1C=CC([P]([Pd]([P](C2C=CC=CC=2)(C2C=CC=CC=2)C2C=CC=CC=2)([P](C2C=CC=CC=2)(C2C=CC=CC=2)C2C=CC=CC=2)[P](C2C=CC=CC=2)(C2C=CC=CC=2)C2C=CC=CC=2)(C2C=CC=CC=2)C2C=CC=CC=2)=CC=1>[CH2:1]([O:8][C:9](=[O:23])[NH:10][CH:11]([C:13]1[N:14]=[C:15]2[CH:20]=[CH:19][CH:18]=[N:17][N:16]2[C:21]=1[C:29]1[CH:34]=[CH:33][CH:32]=[CH:31][N:30]=1)[CH3:12])[C:2]1[CH:7]=[CH:6][CH:5]=[CH:4][CH:3]=1 |^1:52,54,73,92|. Procedure: To a solution of [1-(3-iodo-imidazo[1,2-b]pyridazin-2-yl)-ethyl]-carbamic acid benzyl ester (3.0 g, 7.1 mmol) and 2-tributylstannanyl-pyridine (7.8 g, 21.32 mmol) in 1,4-dioxane (20 mL) was added Pd(PPh3)4 (820 mg, 0.71 mmol) at rt. The reaction mixture was stirred overnight at 110° C. After completion of the reaction, the mixture was concentrated in vacuo. The crude product was purified by column chromatography using silica gel (100-200 mesh) and 0-40% acetone in hexane to provide [1-(3-pyridin... Reactants: COC(=O)CN(CCCNC(=O)OC(C)(C)C)C(=O)Cn1cc(C)c(=O)[nH]c1=O, CO, [Na+], [OH-]. The product is Cc1cn(CC(=O)N(CCCNC(=O)OC(C)(C)C)CC(=O)O)c(=O)[nH]c1=O. RXN SMILES: [CH3:1][O:2][C:3]([CH2:4][N:5]([C:6]([CH2:7][n:8]1[c:9](=[O:10])[nH:11][c:12](=[O:13])[c:14]([CH3:15])[cH:16]1)=[O:17])[CH2:18][CH2:19][CH2:20][NH:21][C:22](=[O:23])[O:24][C:25]([CH3:26])([CH3:27])[CH3:28])=[O:29].[CH3:32][OH:33].[Na+:31].[OH-:30]>>[O:2]=[C:3]([CH2:4][N:5]([C:6]([CH2:7][n:8]1[c:9](=[O:10])[nH:11][c:12](=[O:13])[c:14]([CH3:15])[cH:16]1)=[O:17])[CH2:18][CH2:19][CH2:20][NH:21][C:22](=[O:23])[O:24][C:25]([CH3:26])([CH3:27])[CH3:28])[OH:29]. The reactants are CCOC(=O)/N=N/C(=O)OCC (DEAD), C1(C=2C(C(N1)=O)=CC=CC2)=O (phtalimide), C(C1=CC=CC=C1)N([C@H](CO)C)CC1=CC=CC=C1 ((S)-2-(dibenzylamino)propan-1-ol), C1=CC=C(C=C1)P(C2=CC=CC=C2)C3=CC=CC=C3 (PPh3). The solvent is C1CCOC1 (THF). Reaction conditions: temperature 0 celsius, time 8 hour. Yields the product C(C1=CC=CC=C1)N([C@H](CN1C(C2=CC=CC=C2C1=O)=O)C)CC1=CC=CC=C1 (2-((S)-2-(dibenzylamino)propyl)isoindoline-1,3-dione). Yield: 70.2%. RXN SMILES: [C:1]1(=[O:11])[NH:5][C:4](=[O:6])[C:3]2=[CH:7][CH:8]=[CH:9][CH:10]=[C:2]12.[CH2:12]([N:19]([CH2:24][C:25]1[CH:30]=[CH:29][CH:28]=[CH:27][CH:26]=1)[C@@H:20]([CH3:23])[CH2:21]O)[C:13]1[CH:18]=[CH:17][CH:16]=[CH:15][CH:14]=1.C1C=CC(P(C2C=CC=CC=2)C2C=CC=CC=2)=CC=1.CCOC(/N=N/C(OCC)=O)=O>C1COCC1>[CH2:24]([N:19]([CH2:12][C:13]1[CH:14]=[CH:15][CH:16]=[CH:17][CH:18]=1)[C@@H:20]([CH3:23])[CH2:21][N:5]1[C:1](=[O:11])[C:2]2[C:3](=[CH:7][CH:8]=[CH:9][CH:10]=2)[C:4]1=[O:6])[C:25]1[CH:30]=[CH:29][CH:28]=[CH:27][CH:26]=1. Procedure details: To a stirred suspension of phtalimide (824 mg, 5.60 mmol), (S)-2-(dibenzylamino)propan-1-ol (1.02 g, 4.00 mmol) and PPh3 (1.47 g, 5.60 mmol) in THF (30 mL) cooled to 0° C. under N2 was added dropwise DEAD (1.2 mL, 7.60 mmol). The resulting mixture was allowed to warm to room temperature and stirred overnight. The solvent was evaporated. The residue was purified by flash chromatography (silica gel, cyclohexane/methylene chloride 5/5) to afford a white solid (1.08 g, 70%).